Dataset: the Open Reaction Database (ORD), a public repository of structured organic reaction records. Task: describe an organic reaction: reactants, conditions, products, and yield Starting materials: NC=1C=NC=CC1 (3-aminopyridine), C(C)(C)(C)NC(=O)OC1C(OCC1)=O (3-t-butylcarbamoyloxytetrahydrofuran-2-one), C(C)(C)(C)NC(=O)OC(C(=O)NC=1C=NC=CC1)CCI (2-t-butylcarbamoyloxy-4-iodo-N(pyridin-3-yl)butanamide). Product: C(C)(C)(C)NC(=O)OC1C(N(CC1)C=1C=NC=CC1)=O (3-t-Butylcarbamoyloxy-1(pyridin-3-yl) pyrrolidin-2-one). As a reaction SMILES: NC1C=NC=CC=1.C(NC(OC1CCOC1=O)=O)(C)(C)C.[C:22]([NH:26][C:27]([O:29][CH:30]([CH2:40][CH2:41]I)[C:31]([NH:33][C:34]1[CH:35]=[N:36][CH:37]=[CH:38][CH:39]=1)=[O:32])=[O:28])([CH3:25])([CH3:24])[CH3:23]>>[C:22]([NH:26][C:27]([O:29][CH:30]1[CH2:40][CH2:41][N:33]([C:34]2[CH:35]=[N:36][CH:37]=[CH:38][CH:39]=2)[C:31]1=[O:32])=[O:28])([CH3:25])([CH3:24])[CH3:23]. Procedure details: By a procedure similar to that described in Example 1, 3-aminopyridine (0.47 g), scaled to 3-t-butylcarbamoyloxytetrahydrofuran-2-one (1.0 g) etc., gave a crude product (3.1 g) containing approximately 20 mole % of 2-t-butylcarbamoyloxy-4-iodo-N(pyridin-3-yl)butanamide. The desired product was apparently unstable in the mixture and to chromatography on silica. NMR (CDCl3) for product only: δ 1.38(9H,s); 2.46(2H,m); 3.25(2H,t); 5.12(1H,bs); 5.25(1H,dd); 7.29(1H,m): 8.17(1H,dd); 8.36(1H,dd); 8.58(...